Dataset: the Open Reaction Database (ORD), a public repository of structured organic reaction records. Task: describe an organic reaction: reactants, conditions, products, and yield Reactants: ClC1=NC=NC(=C1C(=O)C1=CN=CN1C1=CC=C(C=C1)CC)Cl ((4,6-dichloropyrimidin-5-yl)[1-(4-ethylphenyl)-1H-imidazol-5-yl]methanone), CNN (methylhydrazine), material, N1=CC=CC=C1 (pyridine). Run in C(C)#N (acetonitrile), C(C)#N (acetonitrile). Conditions: time 1 hour. Product: ClC1=C2C(=NC=N1)N(N=C2C2=CN=CN2C2=CC=C(C=C2)CC)C (4-chloro-3-[1-(4-ethylphenyl)-1H-imidazol-5-yl]-1-methyl-1H-pyrazolo[3,4-d]pyrimidine). RXN SMILES: Cl[C:2]1[C:7]([C:8]([C:10]2[N:14]([C:15]3[CH:20]=[CH:19][C:18]([CH2:21][CH3:22])=[CH:17][CH:16]=3)[CH:13]=[N:12][CH:11]=2)=O)=[C:6]([Cl:23])[N:5]=[CH:4][N:3]=1.[CH3:24][NH:25][NH2:26].N1C=CC=CC=1>C(#N)C>[Cl:23][C:6]1[N:5]=[CH:4][N:3]=[C:2]2[N:25]([CH3:24])[N:26]=[C:8]([C:10]3[N:14]([C:15]4[CH:20]=[CH:19][C:18]([CH2:21][CH3:22])=[CH:17][CH:16]=4)[CH:13]=[N:12][CH:11]=3)[C:7]=12. Reported procedure: A solution of (4,6-dichloropyrimidin-5-yl)[1-(4-ethylphenyl)-1H-imidazol-5-yl]methanone (C21) (136 mg, 0.392 mmol) in acetonitrile (3 mL) was added to a solution of methylhydrazine (18.1 mg, 0.393 mmol) in acetonitrile (3 mL). After addition of pyridine (41 mg, 0.52 mmol), the reaction mixture was stirred at room temperature for 1 hour and then concentrated in vacuo. Purification via silica gel chromatography (Gradient: 0% to 20% ethyl acetate in heptane) afforded the product, along with recover...